From a dataset of the Open Reaction Database (ORD), a public repository of structured organic reaction records. describe an organic reaction: reactants, conditions, products, and yield Reactants: C(C)(C)(C)OC(NC1=CC(=C(C=C1[N+](=O)[O-])C1=C(C=CC=C1)F)OCC(F)(F)F)=O ([2′-fluoro-5-nitro-2-(2,2,2-trifluoro-ethoxy)-biphenyl-4-yl]-carbamic acid tert.-butyl ester). Reagents/catalysts: [Pd] (Pd/C). The product is C(C)(C)(C)OC(NC1=CC(=C(C=C1N)C1=C(C=CC=C1)F)OCC(F)(F)F)=O ([5-Amino-2′-fluoro-2-(2,2,2-trifluoro-ethoxy)-biphenyl-4-yl]-carbamic acid tert.-butyl ester), solid. Reaction SMILES: [C:1]([O:5][C:6](=[O:30])[NH:7][C:8]1[C:13]([N+:14]([O-])=O)=[CH:12][C:11]([C:17]2[CH:22]=[CH:21][CH:20]=[CH:19][C:18]=2[F:23])=[C:10]([O:24][CH2:25][C:26]([F:29])([F:28])[F:27])[CH:9]=1)([CH3:4])([CH3:3])[CH3:2]>[Pd]>[C:1]([O:5][C:6](=[O:30])[NH:7][C:8]1[C:13]([NH2:14])=[CH:12][C:11]([C:17]2[CH:22]=[CH:21][CH:20]=[CH:19][C:18]=2[F:23])=[C:10]([O:24][CH2:25][C:26]([F:27])([F:28])[F:29])[CH:9]=1)([CH3:4])([CH3:2])[CH3:3]. Procedure: The title compound was prepared from [2′-fluoro-5-nitro-2-(2,2,2-trifluoro-ethoxy)-biphenyl-4-yl]-carbamic acid tert.-butyl ester (Example D2) by hydrogenation with 10% Pd/C according to the general procedure J (method a). Obtained as a grey solid (1.17 g).